Dataset: the Open Reaction Database (ORD), a public repository of structured organic reaction records. Task: describe an organic reaction: reactants, conditions, products, and yield Reactants: C(C1CO1)OC1=CC=CC=C1 (phenyl glycidyl ether), CC1=NC2=CC=CC=C2C(=C1)NCCN (2-methyl-4-(2-aminoethylamino)-quinoline), CN(C=O)C (dimethylformamide). The solvent is C(Cl)Cl (methylene chloride). Run at time 48 hour. Product: O(C1=CC=CC=C1)CC(CNCCNC1=CC(=NC2=CC=CC=C12)C)O (1-Phenoxy-3-[2-(2-methylquinolin-4-ylamino)-ethylamino]-propan-2-ol). As a reaction SMILES: [CH2:1]([O:5][C:6]1[CH:11]=[CH:10][CH:9]=[CH:8][CH:7]=1)[CH:2]1[O:4][CH2:3]1.[CH3:12][C:13]1[CH:22]=[C:21]([NH:23][CH2:24][CH2:25][NH2:26])[C:20]2[C:15](=[CH:16][CH:17]=[CH:18][CH:19]=2)[N:14]=1.CN(C)C=O>C(Cl)Cl>[O:5]([CH2:1][CH:2]([OH:4])[CH2:3][NH:26][CH2:25][CH2:24][NH:23][C:21]1[C:20]2[C:15](=[CH:16][CH:17]=[CH:18][CH:19]=2)[N:14]=[C:13]([CH3:12])[CH:22]=1)[C:6]1[CH:11]=[CH:10][CH:9]=[CH:8][CH:7]=1. Reported procedure: A solution of 4.4 g. phenyl glycidyl ether and 12 g. 2-methyl-4-(2-aminoethylamino)-quinoline in 60 ml. dimethylformamide is left to stand for 48 hours at ambient temperature. The reaction mixture is then taken up in methylene chloride, washed with water, dried and purified chromatographically on a silica gel column using, as elution agent, methylene chloride-methanoltriethylamine (26:3:0.6 v/v/v), and then recrystallized from isopropyl alcohol. There are obtained 3.5 g. (34% of theory) of the d...